From a dataset of the Open Reaction Database (ORD), a public repository of structured organic reaction records. describe an organic reaction: reactants, conditions, products, and yield Starting materials: C(O)([O-])=O.[Na+] (sodium hydrogen carbonate), [Cl-].[Na+] (sodium chloride), [OH-].[Na+] (sodium hydroxide), S(O)(O)(=O)=O (sulfuric acid), CNC([C@@](C(=O)NOC1OCCCC1)(N(C(C1=CC=C(C=C1)C#CC1=CC=C(C=C1)CN1CCOCCC1)=O)C)C)=O ((2S)-N,2-dimethyl-2-[methyl(4-{[4-(1,4-oxazepan-4-ylmethyl)phenyl]ethynyl}benzoyl)amino]-N′-(tetrahydro-2H-pyran-2-yloxy)propanediamide). Run in C(C)(=O)OCC (ethyl acetate), C(C)(=O)OCC (ethyl acetate), O (Water), O1CCOCC1 (1,4-dioxane). Reaction conditions: time 50 minute. The product is ONC([C@](C(=O)NC)(N(C(C1=CC=C(C=C1)C#CC1=CC=C(C=C1)CN1CCOCCC1)=O)C)C)=O ((2S)-N-hydroxy-N′,2-dimethyl-2-[methyl(4-{[4-(1,4-oxazepan-4-ylmethyl)phenyl]ethynyl}benzoyl)amino]propanediamide). Isolated yield 66.3%. RXN SMILES: S(=O)(=O)(O)O.[CH3:6][NH:7][C:8](=[O:47])[C@:9]([CH3:46])([N:20]([CH3:45])[C:21](=[O:44])[C:22]1[CH:27]=[CH:26][C:25]([C:28]#[C:29][C:30]2[CH:35]=[CH:34][C:33]([CH2:36][N:37]3[CH2:43][CH2:42][CH2:41][O:40][CH2:39][CH2:38]3)=[CH:32][CH:31]=2)=[CH:24][CH:23]=1)[C:10]([NH:12][O:13]C1CCCCO1)=[O:11].[OH-].[Na+].C(=O)([O-])O.[Na+].[Cl-].[Na+]>C(OCC)(=O)C.O.O1CCOCC1>[OH:13][NH:12][C:10](=[O:11])[C@@:9]([CH3:46])([N:20]([CH3:45])[C:21](=[O:44])[C:22]1[CH:23]=[CH:24][C:25]([C:28]#[C:29][C:30]2[CH:35]=[CH:34][C:33]([CH2:36][N:37]3[CH2:43][CH2:42][CH2:41][O:40][CH2:39][CH2:38]3)=[CH:32][CH:31]=2)=[CH:26][CH:27]=1)[C:8]([NH:7][CH3:6])=[O:47] |f:2.3,4.5,6.7|. Reported procedure: A 1 mol/L sulfuric acid aqueous solution (16 mL) was added dropwise, under water cooling, to a 1,4-dioxane (6.0 mL) suspension of (2S)-N,2-dimethyl-2-[methyl(4-{[4-(1,4-oxazepan-4-ylmethyl)phenyl]ethynyl}benzoyl)amino]-N′-(tetrahydro-2H-pyran-2-yloxy)propanediamide (3.0 g) as obtained in Example 16-(2), and the mixture was stirred for 2 hours and 50 minutes at room temperature. Water and ethyl acetate were added, and the aqueous layer was isolated. The isolate was adjusted to pH 7 with 20% sodiu... The reactants are c1ccc(C2CCCCC2)c(OCC2CO2)c1, CC(C)O, Nc1ccc(N2CCNC2=O)cc1. Product: O=C1NCCN1c1ccc(NCC(O)COc2ccccc2C2CCCCC2)cc1. Reaction SMILES: [CH:1]1([c:7]2[c:8]([O:9][CH2:10][CH:11]3[O:12][CH2:13]3)[cH:14][cH:15][cH:16][cH:17]2)[CH2:2][CH2:3][CH2:4][CH2:5][CH2:6]1.[CH:31]([OH:32])([CH3:33])[CH3:34].[NH2:18][c:19]1[cH:20][cH:21][c:22]([N:25]2[C:26](=[O:30])[NH:27][CH2:28][CH2:29]2)[cH:23][cH:24]1>>[CH:1]1([c:7]2[c:8]([O:9][CH2:10][CH:11]([OH:12])[CH2:13][NH:18][c:19]3[cH:20][cH:21][c:22]([N:25]4[C:26](=[O:30])[NH:27][CH2:28][CH2:29]4)[cH:23][cH:24]3)[cH:14][cH:15][cH:16][cH:17]2)[CH2:2][CH2:3][CH2:4][CH2:5][CH2:6]1.